Dataset: the Open Reaction Database (ORD), a public repository of structured organic reaction records. Task: describe an organic reaction: reactants, conditions, products, and yield Reaction SMILES: [C:1]([N:8]1[CH2:13][CH2:12][CH:11]([NH2:14])[CH2:10][CH2:9]1)([O:3][C:4]([CH3:7])([CH3:6])[CH3:5])=[O:2].[C:15]([N:23]=[C:24]=[S:25])(=O)[C:16]1C=CC=CC=1>C1COCC1>[S:25]1[CH:16]=[CH:15][N:23]=[C:24]1[NH:14][CH:11]1[CH2:12][CH2:13][N:8]([C:1]([O:3][C:4]([CH3:7])([CH3:6])[CH3:5])=[O:2])[CH2:9][CH2:10]1. Solvent: C1CCOC1 (THF). Isolated yield 94.0%. Starting materials: C(=O)(OC(C)(C)C)N1CCC(CC1)N (N-Boc-4-aminopiperidine), C(C1=CC=CC=C1)(=O)N=C=S (benzoyl isothiocyanate). The product is S1C(=NC=C1)NC1CCN(CC1)C(=O)OC(C)(C)C (tert-butyl 4-(1,3-thiazol-2-yl)amino-1-piperidinecarboxylate). Reported procedure: To a solution of N-Boc-4-aminopiperidine (6.0 g) in THF (100 ml) was added benzoyl isothiocyanate (4.1 ml), and mixed for 2 hours. The reaction mixture was concentrated under reduced pressure, and the residue was dissolved in methanol, potassium carbonate was added thereto, and mixed at 50° C. for 1 hour. The reaction mixture was concentrated under reduced pressure, and then the residue was dissolved in ethyl acetate. The mixture was washed with 1 N hydrochloric acid, a saturated aqueous sodium ... Starting materials: FC(CCC(=O)O)(F)F (4,4,4-trifluorobutyric acid), CC(CCNC(=O)C=1N=NC(=CC1)N1CCNCC1)C (6-piperazin-1-yl-pyridazine-3-carboxylic acid (3-methylbutyl)amide). Product: CC(CCNC(=O)C=1N=NC(=CC1)N1CCN(CC1)C(CCC(F)(F)F)=O)C (6-[4-(4,4,4-TRIFLUOROBUTYRYL)PIPERAZIN-1-YL]PYRIDAZINE-3-CARBOXYLIC ACID (3-METHYLBUTYL)AMIDE), solid. Isolated yield 49.0%. Reaction SMILES: [F:1][C:2]([F:9])([F:8])[CH2:3][CH2:4][C:5](O)=[O:6].[CH3:10][CH:11]([CH3:29])[CH2:12][CH2:13][NH:14][C:15]([C:17]1[N:18]=[N:19][C:20]([N:23]2[CH2:28][CH2:27][NH:26][CH2:25][CH2:24]2)=[CH:21][CH:22]=1)=[O:16]>>[CH3:10][CH:11]([CH3:29])[CH2:12][CH2:13][NH:14][C:15]([C:17]1[N:18]=[N:19][C:20]([N:23]2[CH2:28][CH2:27][N:26]([C:5](=[O:6])[CH2:4][CH2:3][C:2]([F:9])([F:8])[F:1])[CH2:25][CH2:24]2)=[CH:21][CH:22]=1)=[O:16]. Procedure: Following the procedure of Example 14, making variations only as required to use 4,4,4-trifluorobutyric acid in place of 4,4,4-trifluoro-2-methylbutyric acid to react with 6-piperazin-1-yl-pyridazine-3-carboxylic acid (3-methylbutyl)amide, the title compound was obtained as a white flaky solid (49% yield). 1H NMR (300 MHz, CDCl3) δ 8.07, 7.85, 7.00, 3.91, 3.82, 3.72, 3.67, 3.50, 2.50-2.67, 1.70, 1.50, 0.95. MS (ES+) m/z 402 (M+1).